Dataset: the Open Reaction Database (ORD), a public repository of structured organic reaction records. Task: describe an organic reaction: reactants, conditions, products, and yield Reactants: CI, CSCCC(NC(=O)OCc1ccccc1)C(=O)Nc1ccc(Cl)cc1. Yields the product C[SH](C)CCC(NC(=O)OCc1ccccc1)C(=O)Nc1ccc(Cl)cc1, [I-]. Reaction SMILES: [CH3:27][I:28].[Cl:1][c:2]1[cH:3][cH:4][c:5]([NH:8][C:9]([CH:10]([CH2:11][CH2:12][S:13][CH3:14])[NH:15][C:16](=[O:17])[O:18][CH2:19][c:20]2[cH:21][cH:22][cH:23][cH:24][cH:25]2)=[O:26])[cH:6][cH:7]1>>[Cl:1][c:2]1[cH:3][cH:4][c:5]([NH:8][C:9]([CH:10]([CH2:11][CH2:12][SH:13]([CH3:14])[CH3:27])[NH:15][C:16](=[O:17])[O:18][CH2:19][c:20]2[cH:21][cH:22][cH:23][cH:24][cH:25]2)=[O:26])[cH:6][cH:7]1.[I-:28].